This data is from the Open Reaction Database (ORD), a public repository of structured organic reaction records. The task is: describe an organic reaction: reactants, conditions, products, and yield The reactants are ClC1=C(C=CC(=C1)Cl)C=1N=C(C(=NC1CC)N[C@H]1[C@H](CC2=CC=CC=C12)OCC)CC (5-(2,4-dichlorophenyl)-N-[(1R,2S)-2-ethoxy-2,3-dihydro-1H-inden-1-yl]-3,6-diethylpyrazin-2-amine), ClC1=C(C=CC(=C1)Cl)C=1N=C(C(=NC1C)N[C@H]1[C@H](CC2=CC=CC=C12)O)C ((1R,2S)-1-{[5-(2,4-dichlorophenyl)-3,6-dimethylpyrazin-2-yl]amino}-2,3-dihydro-1H-inden-2-ol), IC(C)C (2-iodopropane). The product is ClC1=C(C=CC(=C1)Cl)C=1N=C(C(=NC1C)N[C@H]1[C@H](CC2=CC=CC=C12)OC(C)C)C (5-(2,4-dichlorophenyl)-N-[(1R,2S)-2-isopropoxy-2,3-dihydro-1H-inden-1-yl]-3,6-dimethylpyrazin-2-amine). RXN SMILES: [Cl:1][C:2]1[CH:7]=[C:6]([Cl:8])[CH:5]=[CH:4][C:3]=1[C:9]1[N:10]=[C:11]([CH2:30]C)[C:12]([NH:17][C@@H:18]2[C:26]3[C:21](=[CH:22][CH:23]=[CH:24][CH:25]=3)[CH2:20][C@@H:19]2[O:27][CH2:28][CH3:29])=[N:13][C:14]=1[CH2:15]C.Cl[C:33]1C=C(Cl)C=CC=1C1N=C(C)C(N[C@@H]2C3C(=CC=CC=3)C[C@@H]2O)=NC=1C.IC(C)C>>[Cl:1][C:2]1[CH:7]=[C:6]([Cl:8])[CH:5]=[CH:4][C:3]=1[C:9]1[N:10]=[C:11]([CH3:30])[C:12]([NH:17][C@@H:18]2[C:26]3[C:21](=[CH:22][CH:23]=[CH:24][CH:25]=3)[CH2:20][C@@H:19]2[O:27][CH:28]([CH3:29])[CH3:33])=[N:13][C:14]=1[CH3:15]. Procedure: Following the procedure for the preparation of 5-(2,4-dichlorophenyl)-N-[(1R,2S)-2-ethoxy-2,3-dihydro-1H-inden-1-yl]-3,6-diethylpyrazin-2-amine but substituting (1R,2S)-1-{[5-(2,4-dichlorophenyl)-3,6-dimethylpyrazin-2-yl]amino}-2,3-dihydro-1H-inden-2-ol and 2-iodopropane, and making non-critical variations provided the title compound as a oil: 1H NMR (300 MHz, CDCl3) δ) 7.50-7.46, 7.34-7.26, 5.76, 5.43, 4.47, 3.72, 3.14-3.11, 2.41, 2.26, 1.20, 1.12; HRMS (FAB) calcd for C24H25Cl2N3O+H 442.1453, ... Starting materials: c1c(n(nc1CNC)C)C#N, c1(c(ncc(c1)Br)N(C(OC(C)(C)C)=O)C(=O)OC(C)(C)C)O[C@@H](c1c(ccc(c1)F)C(OC)=O)C. Reagents/catalysts: c1ccc(cc1)-c2c3ccccc3cc4ccccc24 (9-Phenylanthracene), CC(=O)[O-].[K+] (KOAc), P([C@]12C[C@@H]3C[C@H](C2)C[C@@H](C1)C3)([C@]12C[C@@H]3C[C@@H](C2)C[C@@H](C1)C3)CCCC (cataCXium A), C(O[Pd]OC(C)=O)(C)=O (Pd(OAc)2). Solvent: CCC(C)(C)O (t-AmOH). Run at temperature 110 celsius, time 18 hour. The product is CNCc1nn(C)c(C#N)c1c2cnc(N(C(=O)OC(C)(C)C)C(=O)OC(C)(C)C)c(O[C@H](C)c3cc(F)ccc3C(=O)OC)n2. RXN SMILES: [CH3:1][O:2][C:3]([c:5]1[c:11]([C@H:12]([O:14][c:15]2[c:19]([N:20]([C:28]([O:30][C:31]([CH3:34])([CH3:33])[CH3:32])=[O:29])[C:21]([O:23][C:24]([CH3:27])([CH3:26])[CH3:25])=[O:22])[n:18][cH:17][c:16](Br)c2)[CH3:13])[cH:10][c:8]([F:9])[cH:7][cH:6]1)=[O:4].[CH3:35][NH:36][CH2:37][c:38]1[n:45][n:43]([CH3:44])[c:40]([C:41]#[N:42])[cH:39]1>>[CH3:35][NH:36][CH2:37][c:38]1[c:39]([c:16]2n[c:15]([O:14][C@@H:12]([c:11]3[c:5]([C:3]([O:2][CH3:1])=[O:4])[cH:6][cH:7][c:8]([F:9])[cH:10]3)[CH3:13])[c:19]([N:20]([C:28]([O:30][C:31]([CH3:34])([CH3:33])[CH3:32])=[O:29])[C:21]([O:23][C:24]([CH3:27])([CH3:26])[CH3:25])=[O:22])[n:18][cH:17]2)[c:40]([C:41]#[N:42])[n:43]([CH3:44])[n:45]1. The reactants are C(C)(=O)OC (methyl acetate), [H-].[Na+] (sodium hydride), O1CCCC1 (tetrahydrofuran), O1CCCC1 (tetrahydrofuran), C(CCC)[Li] (butyllithium), C(C)(C)(C)C=1C(=C(C(N(C1C(C)C)CO[SiH](C)C)C(C)C)/C=C/C=O)C1=CC=C(C=C1)F ((E)-3-[5-tert.Butyldimethylsilyloxymethyl-2,6-diisopropyl-4-(4-fluorophenyl)-pyrid-3-yl]-prop-2-enal), O1CCCC1 (tetrahydrofuran). Solvent: C(C)(=O)O (acetic acid), CCCCCC (n-hexane), O (water). Reaction conditions: time 15 minute. Product: C(C)(C)(C)C=1C(=C(C(N(C1C(C)C)CO[SiH](C)C)C(C)C)/C=C/C(CC(CC(=O)OC)=O)O)C1=CC=C(C=C1)F (Methyl (E)-7-[5-tert.butyldimethylsilyloxymethyl-2,6-diisopropyl-4-(4-fluorophenyl)-pyrid-3-yl]-5-hydroxy-3-oxohept-6-enoate). RXN SMILES: [C:1]([O:4][CH3:5])(=[O:3])[CH3:2].[H-].[Na+].C([Li])CCC.[C:13]([C:17]1[C:18]([C:38]2[CH:43]=[CH:42][C:41]([F:44])=[CH:40][CH:39]=2)=[C:19](/[CH:34]=[CH:35]/[CH:36]=[O:37])[CH:20]([CH:31]([CH3:33])[CH3:32])[N:21]([CH2:26][O:27][SiH:28]([CH3:30])[CH3:29])[C:22]=1[CH:23]([CH3:25])[CH3:24])([CH3:16])([CH3:15])[CH3:14].[O:45]1CC[CH2:47][CH2:46]1>CCCCCC.O.C(O)(=O)C>[C:13]([C:17]1[C:18]([C:38]2[CH:39]=[CH:40][C:41]([F:44])=[CH:42][CH:43]=2)=[C:19](/[CH:34]=[CH:35]/[CH:36]([OH:37])[CH2:47][C:46](=[O:45])[CH2:2][C:1]([O:4][CH3:5])=[O:3])[CH:20]([CH:31]([CH3:33])[CH3:32])[N:21]([CH2:26][O:27][SiH:28]([CH3:29])[CH3:30])[C:22]=1[CH:23]([CH3:25])[CH3:24])([CH3:14])([CH3:16])[CH3:15] |f:1.2|. Procedure details: 1.02 g (8.8 mmol) of methyl acetate in 5 ml of dry tetrahydrofuran are added dropwise under nitrogen to a suspension of 330 mg (11 mmol) of 80% strength sodium hydride in 30 ml of dry tetrahydrofuran at -5° C. After 15 min, 5.5 ml (8.8 mmol) of 15% strength butyllithium in n-hexane ere added dropwise at the same temperature and the mixture is stirred for 15 minutes. Subsequently, 2 g (4.4 mmol) of the compound from Example 8 dissolved in 20 ml of dry tetrahydrofuran are added dropwise and the mi... Starting materials: ClC1=C(C=CC=C1)C1=NCC=2N(C3=C1C=C(S3)C3=C(C(=CC=C3)C)S(=O)(=O)OCCC)C(=NN2)C (propyl 3-[4-(2-chlorophenyl)-9methyl-6H-thieno[3,2-f][1,2,4]triazolo[4,3-a][1,4]-diazepin-2-yl]-toluenesulphonate), [I-].[Na+] (sodium iodide). Solvent: CC(=O)C (acetone). Yields the product ICCCC1=CC=2C(=NCC=3N(C2S1)C(=NN3)C)C3=C(C=CC=C3)Cl (2-(3-Iodopropyl)-4-(2-chlorophenyl)-9-methyl-6H-thieno[3,2-f][1,2,4]triazolo[4,3-a][1,4]diazepine). The yield is 36.0%. As a reaction SMILES: [Cl:1][C:2]1[CH:7]=[CH:6][CH:5]=[CH:4][C:3]=1[C:8]1[C:14]2[CH:15]=[C:16]([C:18]3C=CC=[C:20](C)[C:19]=3S(OCCC)(=O)=O)[S:17][C:13]=2[N:12]2[C:32]([CH3:35])=[N:33][N:34]=[C:11]2[CH2:10][N:9]=1.[I-:36].[Na+]>CC(C)=O>[I:36][CH2:20][CH2:19][CH2:18][C:16]1[S:17][C:13]2[N:12]3[C:32]([CH3:35])=[N:33][N:34]=[C:11]3[CH2:10][N:9]=[C:8]([C:3]3[CH:4]=[CH:5][CH:6]=[CH:7][C:2]=3[Cl:1])[C:14]=2[CH:15]=1 |f:1.2|. Procedure details: 0.6 g (0.0011 mol) of propyl 3-[4-(2-chlorophenyl)-9methyl-6H-thieno[3,2-f][1,2,4]triazolo[4,3-a][1,4]-diazepin-2-yl]-toluenesulphonate, prepared analogously to Example 6, and a solution of 0.2 g (0.0014 mol) of anhydrous sodium iodide in 15 ml of anhydrous acetone are stirred for 2 hours at ambient temperature. After the solvent has been removed, the residue is taken up in methylene chloride/water, the organic phase is washed several times with water, then dried, the solvent is removed and in t... The yield is 38.1%. Procedure: Propionaldehyde (87 gms 15 moles) was added at 50° C. over a period of 5 hours to a stirred mixture of benzaldehyde (318 gms, 3 moles), methanol (500 mls), water (500 mls) and sodium hydroxide (25 gms). After a further 1 hour stirring at 50° C., the reaction mixture was brought to neutrality with acetic acid and the methanol fractionated out of the reaction. The organic layer was then separated from the aqueous layer and fractionated to recover the excess of benzaldehyde (109 gms, b.pt. 36°-40° ... Reactants: C(CC)=O (Propionaldehyde), C(C1=CC=CC=C1)=O (benzaldehyde), [OH-].[Na+] (sodium hydroxide). Reaction conditions: temperature 50 celsius, time 1 hour. Solvent: CO (methanol), C(C)(=O)O (acetic acid), O (water), CO (methanol). The product is CC(C=O)=CC1=CC=CC=C1 (methylcinnamaldehyde). As a reaction SMILES: [CH:1](=[O:4])[CH2:2][CH3:3].[CH:5](=O)[C:6]1[CH:11]=[CH:10][CH:9]=[CH:8][CH:7]=1.[OH-].[Na+]>CO.C(O)(=O)C.O>[CH3:3][C:2](=[CH:5][C:6]1[CH:11]=[CH:10][CH:9]=[CH:8][CH:7]=1)[CH:1]=[O:4] |f:2.3|.